This data is from the Open Reaction Database (ORD), a public repository of structured organic reaction records. The task is: describe an organic reaction: reactants, conditions, products, and yield Starting materials: C(C)(C)N(CC)C(C)C (diisopropylethylamine), Cl.N1CCC1 (azetidine hydrochloride), ClC=1OC=2C(N1)=C(C(=C(C2F)C2=CC=CC=C2)C)C#N (2-Chloro-7-fluoro-5-methyl-6-phenyl-1,3-benzoxazole-4-carbonitrile). Solvent: ClCCl (dichloromethane), C(C)O (ethanol). Reaction conditions: temperature 60 celsius, time 3 hour. Product: N1(CCC1)C=1OC=2C(N1)=C(C(=C(C2F)C2=CC=CC=C2)C)C#N (2-(Azetidin-1-yl)-7-fluoro-5-methyl-6-phenyl-1,3-benzoxazole-4-carbonitrile). The yield is 72.8%. RXN SMILES: Cl[C:2]1[O:3][C:4]2[C:5](=[C:7]([C:19]#[N:20])[C:8]([CH3:18])=[C:9]([C:12]3[CH:17]=[CH:16][CH:15]=[CH:14][CH:13]=3)[C:10]=2[F:11])[N:6]=1.C([N:24]([CH:27]([CH3:29])C)[CH2:25]C)(C)C.Cl.N1CCC1>ClCCl.C(O)C>[N:24]1([C:2]2[O:3][C:4]3[C:5](=[C:7]([C:19]#[N:20])[C:8]([CH3:18])=[C:9]([C:12]4[CH:17]=[CH:16][CH:15]=[CH:14][CH:13]=4)[C:10]=3[F:11])[N:6]=2)[CH2:25][CH2:29][CH2:27]1 |f:2.3|. Procedure: 2-Chloro-7-fluoro-5-methyl-6-phenyl-1,3-benzoxazole-4-carbonitrile (I-130) (0.11 g, 0.38 mmol) was dissolved in a mixed solvent of dichloromethane (10 ml) and ethanol (7 ml), then diisopropylethylamine (0.21 ml, 1.23 mol) and azetidine hydrochloride (71.5 mg, 0.76 mmol) were added. After stirring at an external temperature of about 60° C. for 3 hours, the reaction liquid was concentrated under reduced pressure and diluted with dichloromethane. After washing with water and drying over anhydrous s...